This data is from the Open Reaction Database (ORD), a public repository of structured organic reaction records. The task is: describe an organic reaction: reactants, conditions, products, and yield The reactants are C(C)(C)NC(C)C (diisopropylamine), C(CCC)[Li] (n-butyllithium), hexanes, CN(P(=O)(N(C)C)N(C)C)C (hexamethylphosphoramide), CCOC(=O)CN=C(C1=CC=CC=C1)C2=CC=CC=C2 (ethyl N-(diphenylmethylene) glycinate), BrCC=1SC(=CC1)[N+](=O)[O-] (2-bromomethyl-5-nitrothiophene). Run in O1CCCC1 (tetrahydrofuran), O1CCCC1 (tetrahydrofuran), O1CCCC1 (tetrahydrofuran). Run at temperature -78 celsius, time 30 minute. Yields the product C1(=CC=CC=C1)C(=NC(CC=1SC(=CC1)[N+](=O)[O-])C(=O)OCC)C1=CC=CC=C1 (Ethyl N-diphenylmethylene-3-(5-nitro-2-thienyl)-DL-alaninate). Yield: 101.0%. RXN SMILES: C(NC(C)C)(C)C.C([Li])CCC.CN(C)P(N(C)C)(N(C)C)=O.[CH3:24][CH2:25][O:26][C:27]([CH2:29][N:30]=[C:31]([C:38]1[CH:43]=[CH:42][CH:41]=[CH:40][CH:39]=1)[C:32]1[CH:37]=[CH:36][CH:35]=[CH:34][CH:33]=1)=[O:28].Br[CH2:45][C:46]1[S:47][C:48]([N+:51]([O-:53])=[O:52])=[CH:49][CH:50]=1>O1CCCC1>[C:32]1([C:31]([C:38]2[CH:43]=[CH:42][CH:41]=[CH:40][CH:39]=2)=[N:30][CH:29]([C:27]([O:26][CH2:25][CH3:24])=[O:28])[CH2:45][C:46]2[S:47][C:48]([N+:51]([O-:53])=[O:52])=[CH:49][CH:50]=2)[CH:33]=[CH:34][CH:35]=[CH:36][CH:37]=1. Procedure details: To a stirred solution of diisopropylamine (8.81 g, 87.0 mmol) in tetrahydrofuran (300 ml) at 0° C. was added 1.6M n-butyllithium in hexanes (54 ml, 86.4 mmol) over a 10 minute period. The resulting yellow mixture was stirred for 30 minutes, cooled to -78° C. and hexamethylphosphoramide (15.5 g, 86.2 mmol) was added. To this mixture was added ethyl N-(diphenylmethylene) glycinate (23.0 g, 86.0 mmol) in tetrahydrofuran (100 ml) over a 20 minute period. The dark orange mixture was stirred for 1 hou... The reactants are BrC1=CC(=C(C(=O)O)C=C1)C (4bromo-2-methylbenzoic acid), C(C(=O)Cl)(=O)Cl (oxalyl chloride). The reagents and catalysts are ClCCl (dichioromethane). The product is BrC1=CC(=C(C(=O)Cl)C=C1)C (4-bromo-2-methylbenzoyl chloride). RXN SMILES: [Br:1][C:2]1[CH:10]=[CH:9][C:5]([C:6](O)=[O:7])=[C:4]([CH3:11])[CH:3]=1.C(Cl)(=O)C([Cl:15])=O>ClCCl>[Br:1][C:2]1[CH:10]=[CH:9][C:5]([C:6]([Cl:15])=[O:7])=[C:4]([CH3:11])[CH:3]=1. Reported procedure: A suspension of 4bromo-2-methylbenzoic acid (4.9 g, 22.8 mmol) in dichioromethane containing a few drops of N,N-dimethylformamde was treated dropwise under nitrogen with oxalyl chloride (2.4 mL, 27.5 mol). After gas evolution subsided, the reaction mixture was refluxed for an additional 15 minutes and then evaporated to dryness in vacuo to provide the crude 4-bromo-2-methylbenzoyl chloride. Starting materials: C1CCOC1, CCCCCC(C=Cc1ccc(C(=O)OC)cc1)c1ccc2c(c1)NCCC2(C)C, C[Si](C)(C)[N-][Si](C)(C)C, CI, [Li+]. The product is CCCCCC(C=Cc1ccc(C(=O)OC)cc1)c1ccc2c(c1)N(C)CCC2(C)C. RXN SMILES: [CH2:43]1[O:44][CH2:45][CH2:46][CH2:47]1.[CH3:1][O:2][C:3]([c:4]1[cH:5][cH:6][c:7]([CH:10]=[CH:11][CH:12]([CH2:13][CH2:14][CH2:15][CH2:16][CH3:17])[c:18]2[cH:19][cH:20][c:21]3[c:26]([cH:27]2)[NH:25][CH2:24][CH2:23][C:22]3([CH3:28])[CH3:29])[cH:8][cH:9]1)=[O:30].[CH3:31][Si:32]([N-:33][Si:34]([CH3:35])([CH3:36])[CH3:37])([CH3:38])[CH3:39].[CH3:41][I:42].[Li+:40]>>[CH3:1][O:2][C:3]([c:4]1[cH:5][cH:6][c:7]([CH:10]=[CH:11][CH:12]([CH2:13][CH2:14][CH2:15][CH2:16][CH3:17])[c:18]2[cH:19][cH:20][c:21]3[c:26]([cH:27]2)[N:25]([CH3:31])[CH2:24][CH2:23][C:22]3([CH3:28])[CH3:29])[cH:8][cH:9]1)=[O:30]. Run in O (water). Procedure: A mixture of 3-[2-Amino-4-(4-methyl-piperazin-1-yl)-benzoylamino]-5-(3,5-difluoro-benzenesulfonyl)-6,6-dimethyl-5,6-dihydro-4H-pyrrolo[3,4-c]pyrazole-2-carboxylic acid ethyl ester (308 mg, 0.5 mmol), N,N-diisopropylethylamine (0.104 mL, 0.6 mmol, 1.2 eq), morpholine-4-carbonyl chloride (1.2 mL, 10 mmol, 20 eq) and tetrahydrofuran (20 mL) was stirred at 60° C. for 7 days. The reaction mixture was then poured into water (100 mL), extracted with dichloromethane (100 mL), dried over sodium sulfate a... Reaction SMILES: [CH2:1]([O:3][C:4]([N:6]1[C:10]([NH:11][C:12](=[O:27])[C:13]2[CH:18]=[CH:17][C:16]([N:19]3[CH2:24][CH2:23][N:22]([CH3:25])[CH2:21][CH2:20]3)=[CH:15][C:14]=2[NH2:26])=[C:9]2[CH2:28][N:29]([S:33]([C:36]3[CH:41]=[C:40]([F:42])[CH:39]=[C:38]([F:43])[CH:37]=3)(=[O:35])=[O:34])[C:30]([CH3:32])([CH3:31])[C:8]2=[N:7]1)=[O:5])[CH3:2].C(N(CC)C(C)C)(C)C.[N:53]1([C:59](Cl)=[O:60])[CH2:58][CH2:57][O:56][CH2:55][CH2:54]1.O1CCCC1>O>[CH2:1]([O:3][C:4]([N:6]1[C:10]([NH:11][C:12](=[O:27])[C:13]2[CH:18]=[CH:17][C:16]([N:19]3[CH2:24][CH2:23][N:22]([CH3:25])[CH2:21][CH2:20]3)=[CH:15][C:14]=2[NH:26][C:59]([N:53]2[CH2:58][CH2:57][O:56][CH2:55][CH2:54]2)=[O:60])=[C:9]2[CH2:28][N:29]([S:33]([C:36]3[CH:41]=[C:40]([F:42])[CH:39]=[C:38]([F:43])[CH:37]=3)(=[O:35])=[O:34])[C:30]([CH3:32])([CH3:31])[C:8]2=[N:7]1)=[O:5])[CH3:2]. Isolated yield 30.7%. The product is C(C)OC(=O)N1N=C2C(=C1NC(C1=C(C=C(C=C1)N1CCN(CC1)C)NC(=O)N1CCOCC1)=O)CN(C2(C)C)S(=O)(=O)C2=CC(=CC(=C2)F)F (5-(3,5-difluoro-benzenesulfonyl)-6,6-dimethyl-3-{4-(4-methyl-piperazin-1-yl)-2-[(morpholine-4-carbonyl)-amino]-benzoylamino}-5,6-dihydro-4H-pyrrolo[3,4-c]pyrazole-2-carboxylic acid ethyl ester). Reactants: C(C)OC(=O)N1N=C2C(=C1NC(C1=C(C=C(C=C1)N1CCN(CC1)C)N)=O)CN(C2(C)C)S(=O)(=O)C2=CC(=CC(=C2)F)F (3-[2-Amino-4-(4-methyl-piperazin-1-yl)-benzoylamino]-5-(3,5-difluoro-benzenesulfonyl)-6,6-dimethyl-5,6-dihydro-4H-pyrrolo[3,4-c]pyrazole-2-carboxylic acid ethyl ester), C(C)(C)N(C(C)C)CC (N,N-diisopropylethylamine), N1(CCOCC1)C(=O)Cl (morpholine-4-carbonyl chloride), O1CCCC1 (tetrahydrofuran). Reaction conditions: temperature 60 celsius, time 7 day.